describe an organic reaction: reactants, conditions, products, and yield From a dataset of the Open Reaction Database (ORD), a public repository of structured organic reaction records. Starting materials: O (water), COC1=CC=C2C(=NNC(C2=C1)=O)C1=CC=C(C=C1)OC (7-methoxy-4-(4-methoxyphenyl)-2H-phthalazin-1-one), P(=O)(Cl)(Cl)Cl (phosphoryl chloride), [OH-].[Na+] (sodium hydroxide). Conditions: temperature 80 celsius. Yields the product ClC1=NN=C(C2=CC=C(C=C12)OC)C1=CC=C(C=C1)OC (1-Chloro-7-methoxy-4-(4-methoxyphenyl)phthalazine). The yield is 96.0%. As a reaction SMILES: [CH3:1][O:2][C:3]1[CH:12]=[C:11]2[C:6]([C:7]([C:14]3[CH:19]=[CH:18][C:17]([O:20][CH3:21])=[CH:16][CH:15]=3)=[N:8][NH:9][C:10]2=O)=[CH:5][CH:4]=1.O.[OH-].[Na+].P(Cl)(Cl)([Cl:27])=O>>[Cl:27][C:10]1[C:11]2[C:6](=[CH:5][CH:4]=[C:3]([O:2][CH3:1])[CH:12]=2)[C:7]([C:14]2[CH:19]=[CH:18][C:17]([O:20][CH3:21])=[CH:16][CH:15]=2)=[N:8][N:9]=1 |f:2.3|. Reported procedure: 19 g (67 mmol) of 7-methoxy-4-(4-methoxyphenyl)-2H-phthalazin-1-one are dissolved in 100 mL of phosphoryl chloride. The solution is heated at 80° C. for 2 hours. The reaction medium is cooled to room temperature and then poured slowly into 500 mL of water at 40-50° C. with stirring. The mixture is then stirred at 5° C., basified by addition of 35% sodium hydroxide solution and then extracted with dichloromethane. The organic phase is washed with water and then with brine and dried over anhydrous... Starting materials: Cl (hydrochloric acid), C(=C)CC(=O)O (vinylacetic acid), C1COC(=O)N1P(=O)(N2CCOC2=O)Cl (BOPCl), FC=1C=C(C=C(C1F)F)[C@@H]1COC[C@@H](N1)C=CC(=O)OC (methyl 3-[(3S,5R)-5-(3,4,5-trifluorophenyl)morpholin-3-yl]acrylate). Run in C(C)(=O)OCC (Ethyl acetate), C1CCOC1 (THF), C(C)N(CC)CC (Triethylamine). Conditions: time 2 hour. Product: C(CC=C)(=O)N1[C@H](COC[C@H]1C1=CC(=C(C(=C1)F)F)F)/C=C/C(=O)OC (methyl (E)-3-[(3S,5R)-4-(3-butenoyl)-5-(3,4,5-trifluorophenyl)morpholin-3-yl]acrylate), C(CC=C)(=O)N1[C@H](COC[C@H]1C1=CC(=C(C(=C1)F)F)F)\C=C/C(=O)OC (methyl (Z)-3-[(3S,5R)-4-(3-butenoyl)-5-(3,4,5-trifluorophenyl)morpholin-3-yl]acrylate). RXN SMILES: [CH:1]([CH2:3][C:4](O)=[O:5])=[CH2:2].C1N(P(Cl)(N2C(=O)OCC2)=O)C(=O)OC1.[F:22][C:23]1[CH:24]=[C:25]([C@H:31]2[NH:36][C@@H:35]([CH:37]=[CH:38][C:39]([O:41][CH3:42])=[O:40])[CH2:34][O:33][CH2:32]2)[CH:26]=[C:27]([F:30])[C:28]=1[F:29].Cl>C1COCC1.C(OCC)(=O)C.C(N(CC)CC)C>[C:4]([N:36]1[C@H:31]([C:25]2[CH:26]=[C:27]([F:30])[C:28]([F:29])=[C:23]([F:22])[CH:24]=2)[CH2:32][O:33][CH2:34][C@@H:35]1/[CH:37]=[CH:38]/[C:39]([O:41][CH3:42])=[O:40])(=[O:5])[CH2:3][CH:1]=[CH2:2].[C:4]([N:36]1[C@H:31]([C:25]2[CH:26]=[C:27]([F:30])[C:28]([F:29])=[C:23]([F:22])[CH:24]=2)[CH2:32][O:33][CH2:34][C@@H:35]1/[CH:37]=[CH:38]\[C:39]([O:41][CH3:42])=[O:40])(=[O:5])[CH2:3][CH:1]=[CH2:2]. Procedure details: Triethylamine (0.2 mL), vinylacetic acid (0.09 mL), and BOPCl (275 mg) were sequentially added to a solution of methyl 3-[(3S,5R)-5-(3,4,5-trifluorophenyl)morpholin-3-yl]acrylate (217 mg) in THF (5 mL) at 0° C., and the reaction solution was stirred at room temperature for two hours. Ethyl acetate and 0.5 N hydrochloric acid were added to the reaction solution, and the organic layer was separated. The resulting organic layer was sequentially washed with a 0.5 N sodium hydroxide solution and brin...